Dataset: the Open Reaction Database (ORD), a public repository of structured organic reaction records. Task: describe an organic reaction: reactants, conditions, products, and yield The reactants are COC1=CC(=C(C=C1)CCO)[N+](=O)[O-] (2-(4-methoxy-2-nitrophenyl)ethanol), [H-].[Na+] (sodium hydride), IC (iodomethane). The solvent is C1CCOC1 (THF). Conditions: temperature 0 celsius, time 10 minute. Yields the product COC1=CC(=C(C=C1)CCOC)[N+](=O)[O-] (4-Methoxy-1-(2-methoxyethyl)-2-nitrobenzene). Yield: 63.5%. As a reaction SMILES: [CH3:1][O:2][C:3]1[CH:8]=[CH:7][C:6]([CH2:9][CH2:10][OH:11])=[C:5]([N+:12]([O-:14])=[O:13])[CH:4]=1.[H-].[Na+].I[CH3:18]>C1COCC1>[CH3:1][O:2][C:3]1[CH:8]=[CH:7][C:6]([CH2:9][CH2:10][O:11][CH3:18])=[C:5]([N+:12]([O-:14])=[O:13])[CH:4]=1 |f:1.2|. Reported procedure: To a solution of 2-(4-methoxy-2-nitrophenyl)ethanol (1 g; 5.07 mmol; 1 eq) in THF (50 mL) is added sodium hydride (406 mg; 10.14 mmol; 2 eq) at 0° C. and the reaction mixture is stirred at 0° C. for 10 min before adding iodomethane (0.63 mL; 10.14 mmol; 2 eq). The reaction mixture is stirred overnight. It is quenched by addition of water. The product is extracted with EtOAc and the organic phase is dried over MgSO4. The solvent is evaporated under reduced pressure and the residue is purified by ...